describe an organic reaction: reactants, conditions, products, and yield From a dataset of the Open Reaction Database (ORD), a public repository of structured organic reaction records. Starting materials: C(C)(C)(C)OC(=O)N1CCC(CC1)=C(C=1C=NC=C(C1)CCC(=O)O)C1=CC=CC=C1 (4-(1-phenyl-1-(5-carboxyethylpyridin-3-yl)-methylene)-piperidine-1-carboxylic acid tert-butyl ester), [H-].[H-].[H-].[H-].[Li+].[Al+3] (LAH), C1CCOC1 (THF). Run at time 30 minute. Product: C(C)(C)(C)OC(=O)N1CCC(CC1)=C(C=1C=NC=C(C1)CO)C1=CC=CC=C1 (4-(1-Phenyl-1-(5-hydroxymethylpyridin-3-yl)-methylene)-piperidine-1-carboxylic Acid Tert-Butyl Ester). The yield is 87.0%. RXN SMILES: [C:1]([O:5][C:6]([N:8]1[CH2:13][CH2:12][C:11](=[C:14]([C:26]2[CH:31]=[CH:30][CH:29]=[CH:28][CH:27]=2)[C:15]2[CH:16]=[N:17][CH:18]=[C:19]([CH2:21]CC(O)=O)[CH:20]=2)[CH2:10][CH2:9]1)=[O:7])([CH3:4])([CH3:3])[CH3:2].[H-].[H-].[H-].[H-].[Li+].[Al+3].C1C[O:41]CC1>>[C:1]([O:5][C:6]([N:8]1[CH2:13][CH2:12][C:11](=[C:14]([C:26]2[CH:31]=[CH:30][CH:29]=[CH:28][CH:27]=2)[C:15]2[CH:16]=[N:17][CH:18]=[C:19]([CH2:21][OH:41])[CH:20]=2)[CH2:10][CH2:9]1)=[O:7])([CH3:3])([CH3:2])[CH3:4] |f:1.2.3.4.5.6|. Reported procedure: To a solution of 4-(1-phenyl-1-(5-carboxyethylpyridin-3-yl)-methylene)-piperidine-1-carboxylic acid tert-butyl ester (0.058 g, 0.137 mmol) in dry THF (2 mL) was added LAH (0.334 mL, 0.949 mmol) portionwise over 10 min. The mixture was stirred at room temperature for an additional 30 min and then it was quenched with a saturated aqueous solution of Rochelle's salt (5 mL). The resulting mixture was filtered and the filtrate concentrated to dryness to give the title compound (0.046 g, 87%) as a cle...